Dataset: the Open Reaction Database (ORD), a public repository of structured organic reaction records. Task: describe an organic reaction: reactants, conditions, products, and yield Reactants: C1(=CC=CC=C1)S(=O)(=O)N1C2=C(C3=CC(=CC=C13)Br)C=C(C=N2)Cl (9-benzenesulfonyl-6-bromo-3-chloro-9H-pyrido[2,3-b]indole), C(=O)([O-])[O-].[K+].[K+] (K2CO3), (E)-2′-(4-methoxyphenyl)ethenylboronic acid, O (H2O). Reagents/catalysts: C=1C=CC(=CC1)[P](C=2C=CC=CC2)(C=3C=CC=CC3)[Pd]([P](C=4C=CC=CC4)(C=5C=CC=CC5)C=6C=CC=CC6)([P](C=7C=CC=CC7)(C=8C=CC=CC8)C=9C=CC=CC9)[P](C=1C=CC=CC1)(C=1C=CC=CC1)C=1C=CC=CC1 (Pd(PPh3)4). Run in O1CCOCC1 (dioxane). Reaction conditions: temperature 100 celsius, time 8 hour. Yields the product C1(=CC=CC=C1)S(=O)(=O)N1C2=C(C3=CC(=CC=C13)\C=C\C1=CC=C(C=C1)OC)C=C(C=N2)Cl ((E)-9-benzenesulfonyl-3-chloro-6-(2′-(4-methoxyphenyl)ethenyl)-9H-pyrido[2,3-b]indole). Yield: 135.6%. RXN SMILES: [C:1]1([S:7]([N:10]2[C:18]3[C:13](=[CH:14][C:15](Br)=[CH:16][CH:17]=3)[C:12]3[CH:20]=[C:21]([Cl:24])[CH:22]=[N:23][C:11]2=3)(=[O:9])=[O:8])[CH:6]=[CH:5][CH:4]=[CH:3][CH:2]=1.[C:25]([O-:28])([O-])=O.[K+].[K+].O>O1CCOCC1.C1C=CC([P]([Pd]([P](C2C=CC=CC=2)(C2C=CC=CC=2)C2C=CC=CC=2)([P](C2C=CC=CC=2)(C2C=CC=CC=2)C2C=CC=CC=2)[P](C2C=CC=CC=2)(C2C=CC=CC=2)C2C=CC=CC=2)(C2C=CC=CC=2)C2C=CC=CC=2)=CC=1>[C:1]1([S:7]([N:10]2[C:18]3[C:13](=[CH:14][C:15](/[CH:11]=[CH:12]/[C:13]4[CH:18]=[CH:17][C:16]([O:28][CH3:25])=[CH:15][CH:14]=4)=[CH:16][CH:17]=3)[C:12]3[CH:20]=[C:21]([Cl:24])[CH:22]=[N:23][C:11]2=3)(=[O:9])=[O:8])[CH:6]=[CH:5][CH:4]=[CH:3][CH:2]=1 |f:1.2.3,^1:41,43,62,81|. Procedure: To a solution of 9-benzenesulfonyl-6-bromo-3-chloro-9H-pyrido[2,3-b]indole (250 mg, 0.59 mmol, 1 equiv.) in anhydrous dioxane (25 ml) under Argon, Pd(PPh3)4 (102 mg, 0.09 mmol, 0.15 equiv.), K2CO3 (244 mg, 1.77 mmol, 3 equiv.), (E)-2′-(4-methoxyphenyl)ethenylboronic acid (110 mg, 0.77 mmol, 1.3 equiv.) and H2O (5 ml) are added respectively. The mixture is stirred at 100° C. overnight and then filtered over celite which is washed with AcOEt (20 ml) and THF (10 ml). The filtrate is concentrated un... Starting materials: C1(=CC=CC=C1)S(=O)(=O)Cl (benzene sulphonyl chloride), solution, C(CCC)[Li] (n-butyllithium), C(C)OC1C=CC(N1)=O (1,5-dihydro-5-ethoxy-2H-pyrrol-2-one). Run in O1CCCC1 (tetrahydrofuran), CCCCCC (n-hexane), O1CCCC1 (tetrahydrofuran). Run at temperature -35 celsius, time 20 minute. Yields the product C1(=CC=CC=C1)S(=O)(=O)N1C(C=CC1OCC)=O (1-benzenesulphonyl-1,5-dihydro-5-ethoxy-2H-pyrrol-2-one). The yield is 36.5%. As a reaction SMILES: C([Li])CCC.[CH2:6]([O:8][CH:9]1[NH:13][C:12](=[O:14])[CH:11]=[CH:10]1)[CH3:7].[C:15]1([S:21](Cl)(=[O:23])=[O:22])[CH:20]=[CH:19][CH:18]=[CH:17][CH:16]=1>CCCCCC.O1CCCC1>[C:15]1([S:21]([N:13]2[CH:9]([O:8][CH2:6][CH3:7])[CH:10]=[CH:11][C:12]2=[O:14])(=[O:23])=[O:22])[CH:20]=[CH:19][CH:18]=[CH:17][CH:16]=1. Reported procedure: 7.37 cm3 of a 1.6M solution of n-butyllithium in n-hexane is added to a solution of 1.5 g of 1,5-dihydro-5-ethoxy-2H-pyrrol-2-one in 40 cm3 of tetrahydrofuran cooled to -35° C., operating at -35°/-30° C. The mixture is agitated for 20 minutes, then cooled to -40° C., and while maintaining the temperature between -38° C. and -40° C., a solution is added of 2.08 g of benzene sulphonyl chloride in 10 cm3 of tetrahydrofuran. The temperature is allowed to return to the ambient, the solvent is evapora...